From a dataset of the Open Reaction Database (ORD), a public repository of structured organic reaction records. describe an organic reaction: reactants, conditions, products, and yield Reactants: C1CCOC1, CO, CCOC(=O)c1sc2cc(NC(=O)c3nc(Cl)c(CC)[nH]3)ccc2c1CC, [Li+], [OH-]. The product is CCc1[nH]c(C(=O)Nc2ccc3c(CC)c(C(=O)O)sc3c2)nc1Cl. As a reaction SMILES: [CH2:32]1[O:33][CH2:34][CH2:35][CH2:36]1.[CH3:30][OH:31].[Cl:1][c:2]1[n:3][c:4]([C:9](=[O:10])[NH:11][c:12]2[cH:13][c:14]3[c:15]([c:16]([CH2:24][CH3:25])[c:17]([C:19](=[O:20])[O:21][CH2:22][CH3:23])[s:18]3)[cH:26][cH:27]2)[nH:5][c:6]1[CH2:7][CH3:8].[Li+:28].[OH-:29]>>[Cl:1][c:2]1[n:3][c:4]([C:9](=[O:10])[NH:11][c:12]2[cH:13][c:14]3[c:15]([c:16]([CH2:24][CH3:25])[c:17]([C:19](=[O:20])[OH:21])[s:18]3)[cH:26][cH:27]2)[nH:5][c:6]1[CH2:7][CH3:8].